This data is from the Open Reaction Database (ORD), a public repository of structured organic reaction records. The task is: describe an organic reaction: reactants, conditions, products, and yield Reactants: CN(C)C=O, Cc1ccc(-n2cccc2)c(C(=O)O)c1, O, O=P(Cl)(Cl)Cl. The product is Cc1ccc2c(c1)C(=O)c1cccn1-2. RXN SMILES: [CH3:22][N:23]([CH3:24])[CH:25]=[O:26].[CH3:6][c:7]1[cH:8][cH:9][c:10](-[n:16]2[cH:17][cH:18][cH:19][cH:20]2)[c:11]([C:12](=[O:13])[OH:14])[cH:15]1.[OH2:21].[P:1]([Cl:2])([Cl:3])([Cl:4])=[O:5]>>[CH3:6][c:7]1[cH:8][cH:9][c:10]2[c:11]([cH:15]1)[C:12](=[O:14])[c:17]1[n:16]-2[cH:20][cH:19][cH:18]1. Starting materials: CCOC(Cc1ccc(OCc2ccccc2)cc1)C(=O)OC, CCOC(C)=O, [H][H]. Product: CCOC(Cc1ccc(O)cc1)C(=O)OC. As a reaction SMILES: [CH2:1]([c:2]1[cH:3][cH:4][cH:5][cH:6][cH:7]1)[O:8][c:9]1[cH:10][cH:11][c:12]([CH2:15][CH:16]([C:17](=[O:18])[O:19][CH3:20])[O:21][CH2:22][CH3:23])[cH:13][cH:14]1.[CH3:26][CH2:27][O:28][C:29](=[O:30])[CH3:31].[H:24][H:25]>>[OH:8][c:9]1[cH:10][cH:11][c:12]([CH2:15][CH:16]([C:17](=[O:18])[O:19][CH3:20])[O:21][CH2:22][CH3:23])[cH:13][cH:14]1. The reactants are CC(C)(C)OC(=O)N1CCC23CCCCC2C1Cc1ccc(OCc2ccccc2)cc13, C1CCOC1, C1COCCO1, Cl. The product is c1ccc(COc2ccc3c(c2)C24CCCCC2C(C3)NCC4)cc1, Cl. Reaction SMILES: [CH2:1]([c:2]1[cH:3][cH:4][cH:5][cH:6][cH:7]1)[O:8][c:9]1[cH:10][cH:11][c:12]2[c:21]([cH:22]1)[C:20]13[CH:15]([CH:14]([CH2:13]2)[N:25]([C:26]([O:27][C:28]([CH3:29])([CH3:30])[CH3:31])=[O:32])[CH2:24][CH2:23]1)[CH2:16][CH2:17][CH2:18][CH2:19]3.[CH2:34]1[O:35][CH2:36][CH2:37][CH2:38]1.[CH2:39]1[O:40][CH2:41][CH2:42][O:43][CH2:44]1.[ClH:33]>>[CH2:1]([c:2]1[cH:3][cH:4][cH:5][cH:6][cH:7]1)[O:8][c:9]1[cH:10][cH:11][c:12]2[c:21]([cH:22]1)[C:20]13[CH:15]([CH:14]([CH2:13]2)[NH:25][CH2:24][CH2:23]1)[CH2:16][CH2:17][CH2:18][CH2:19]3.[ClH:33].